From a dataset of the Open Reaction Database (ORD), a public repository of structured organic reaction records. describe an organic reaction: reactants, conditions, products, and yield The reactants are C(C1=CC=CC=C1)OC(=O)NCC(=O)O (N-benzyloxycarbonyl glycine), C(CCCCCCCCCCCCC)O (tetradecylalcohol), N,N-dimethylaminopyridine, C1CCC(CC1)N=C=NC2CCCCC2 (DCC). Solvent: C(C)(=O)OCC (ethyl acetate). Run at time 2 hour. Product: C(CCCCCCCCCCCCC)OC(CNC(=O)OCC1=CC=CC=C1)=O (N-benzyloxycarbonylglycine tetradecyl ester). The yield is 59.7%. As a reaction SMILES: [CH2:1]([O:8][C:9]([NH:11][CH2:12][C:13]([OH:15])=[O:14])=[O:10])[C:2]1[CH:7]=[CH:6][CH:5]=[CH:4][CH:3]=1.[CH2:16](O)[CH2:17][CH2:18][CH2:19][CH2:20][CH2:21][CH2:22][CH2:23][CH2:24][CH2:25][CH2:26][CH2:27][CH2:28][CH3:29].C1CCC(N=C=NC2CCCCC2)CC1>C(OCC)(=O)C>[CH2:29]([O:14][C:13](=[O:15])[CH2:12][NH:11][C:9]([O:8][CH2:1][C:2]1[CH:3]=[CH:4][CH:5]=[CH:6][CH:7]=1)=[O:10])[CH2:28][CH2:27][CH2:26][CH2:25][CH2:24][CH2:23][CH2:22][CH2:21][CH2:20][CH2:19][CH2:18][CH2:17][CH3:16]. Procedure details: To a solution of N-benzyloxycarbonyl glycine (3 g, 14.3 mmol), tetradecylalcohol (3.07 g, 14.3 mmol) an N,N-dimethylaminopyridine (87 mg, 10.3 mmol) in ethyl acetate (100 ml) was added DCC (2.98 g, 2.34 mmol) and the resulting mixture was stirred for 2 h at room temperature. After the precipitation which appeared was filtered off, the filtrate was concentrated in vacuo. The residue was washed with ethanol to give N-benzyloxycarbonylglycine tetradecyl ester (7) (3.46 g, 59.5%) as crystal. Starting materials: Cl.FC=1C=C(C=CC1OC1=NC=NN2C1=C(C(=C2)OCCN2CCOCC2)C)NC(CC(=O)NC2=CC=C(C=C2)F)=O (N1-(3-Fluoro-4-(5-methyl-6-(2-morpholinoethoxy)pyrrolo[2,1-f][1,2,4]triazin-4-yloxy)phenyl)-N3-(4-fluorophenyl)malonamide, hydrochloride salt), FC=1C=C(C=CC1OC1=NC=NN2C1=C(C(=C2)OCCN2CCN(CC2)C)C)N (3-fluoro-4-(5-methyl-6-(2-(4-methylpiperazin-1-yl)ethoxy)pyrrolo[2,1-f][1,2,4]triazin-4-yloxy)benzenamine). Yields the product Cl.Cl.FC=1C=C(C=CC1OC1=NC=NN2C1=C(C(=C2)OCCN2CCN(CC2)C)C)NC(CC(=O)NC2=CC=C(C=C2)F)=O (N1-(3-Fluoro-4-(5-methyl-6-(2-(4-methylpiperazin-1-yl)ethoxy)pyrrolo[2,1-f][1,2,4]triazin-4-yloxy)phenyl)-N3-(4-fluorophenyl)malonamide, bis-hydrochloride salt). Yield: 46.0%. Reaction SMILES: [ClH:1].[F:2][C:3]1[CH:4]=[C:5]([NH:29][C:30](=[O:42])[CH2:31][C:32]([NH:34][C:35]2[CH:40]=[CH:39][C:38]([F:41])=[CH:37][CH:36]=2)=[O:33])[CH:6]=[CH:7][C:8]=1[O:9][C:10]1[C:15]2=[C:16]([CH3:28])[C:17]([O:19][CH2:20][CH2:21][N:22]3[CH2:27][CH2:26]O[CH2:24][CH2:23]3)=[CH:18][N:14]2[N:13]=[CH:12][N:11]=1.FC1C=C(N)C=CC=1O[C:51]1C2=C(C)C(OCCN3CCN(C)CC3)=CN2N=C[N:52]=1>>[ClH:1].[ClH:1].[F:2][C:3]1[CH:4]=[C:5]([NH:29][C:30](=[O:42])[CH2:31][C:32]([NH:34][C:35]2[CH:36]=[CH:37][C:38]([F:41])=[CH:39][CH:40]=2)=[O:33])[CH:6]=[CH:7][C:8]=1[O:9][C:10]1[C:15]2=[C:16]([CH3:28])[C:17]([O:19][CH2:20][CH2:21][N:22]3[CH2:23][CH2:24][N:52]([CH3:51])[CH2:26][CH2:27]3)=[CH:18][N:14]2[N:13]=[CH:12][N:11]=1 |f:0.1,3.4.5|. Procedure details: Following a procedure similar to that for the synthesis of Compound D of Example 36, 3-fluoro-4-(5-methyl-6-(2-(4-methylpiperazin-1-yl)ethoxy)pyrrolo[2,1-f][1,2,4]triazin-4-yloxy)benzenamine (60 mg, 0.15 mmol) was converted the title compound (30 mg, 46%) as a 2.HCl salt. 1H NMR (DMSO-d6) δ 10.63 (s, 1H), 10.37 (s, 1H), 8.04 (s, 1H), 7.99 (s, 1H), 7.80 (d, 1H), 7.61 (m, 2H), 7.40 (m, 2H), 7.16 (m, 2H), 4.42 (br s, 2H), 3.38-3.60 (m, 10H), 2.81 (s, 3H), 2.40 (s, 3H); ). Reactants: [Na] (sodium), ice water, ClC=1C=C(C=CC1Cl)N1NC(N=C1)=S (1-(3,4-dichlorophenyl)3-thiono-1,2,4-1H-triazole), BrC(C(=O)OCC)C (ethyl 2-bromopropionate). The solvent is CS(=O)C (dimethylsulfoxide), C(C)O (ethanol). Run at time 2 hour. The product is ClC=1C=C(C=CC1Cl)N1N=C(N=C1)SC(C)C(=O)OCC (1-(3,4-dichlorophenyl)-3-(1-ethoxycarbonylethylthio)-1,2,4-1H-triazole). RXN SMILES: [Cl:1][C:2]1[CH:3]=[C:4]([N:9]2[CH:13]=[N:12][C:11](=[S:14])[NH:10]2)[CH:5]=[CH:6][C:7]=1[Cl:8].[Na].Br[CH:17]([CH3:23])[C:18]([O:20][CH2:21][CH3:22])=[O:19]>CS(C)=O.C(O)C>[Cl:1][C:2]1[CH:3]=[C:4]([N:9]2[CH:13]=[N:12][C:11]([S:14][CH:17]([C:18]([O:20][CH2:21][CH3:22])=[O:19])[CH3:23])=[N:10]2)[CH:5]=[CH:6][C:7]=1[Cl:8] |^1:14|. Procedure: An 11.5 g portion of 1-(3,4-dichlorophenyl)3-thiono-1,2,4-1H-triazole was dissolved in 100 ml of dry dimethylsulfoxide, and was added to 1.1 g of sodium dissolved in 50 ml of absolute ethanol. The mixture was warmed at 60°-80° for 1 hour, and then 8.5 g of ethyl 2-bromopropionate was added and the mixture was held at 100°-110° for 2 hours. It was then cooled and poured over ice-water, and the aqueous mixture was extracted with dichloromethane. The organic layer was washed with brine, and was dri... The reactants are FC1=CC=2C(C3=CC4=CC=CC=C4C=C3C(C2C=C1)=O)=O (2-fluorotetracene-5,12-dione), C(CCCCCCC)O (octan-1-ol), C([O-])([O-])=O.[K+].[K+] (potassium carbonate). Solvent: CS(=O)C (dimethyl sulfoxide). Conditions: temperature 100 celsius, time 20 hour. The product is C(CCCCCCC)OC1=CC=2C(C3=CC4=CC=CC=C4C=C3C(C2C=C1)=O)=O (2-n-octyloxy-tetracene-5,12-dione). As a reaction SMILES: F[C:2]1[CH:19]=[CH:18][C:17]2[C:16](=[O:20])[C:15]3[C:6](=[CH:7][C:8]4[C:13]([CH:14]=3)=[CH:12][CH:11]=[CH:10][CH:9]=4)[C:5](=[O:21])[C:4]=2[CH:3]=1.[CH2:22]([OH:30])[CH2:23][CH2:24][CH2:25][CH2:26][CH2:27][CH2:28][CH3:29].C(=O)([O-])[O-].[K+].[K+]>CS(C)=O>[CH2:22]([O:30][C:2]1[CH:19]=[CH:18][C:17]2[C:16](=[O:20])[C:15]3[C:6](=[CH:7][C:8]4[C:13]([CH:14]=3)=[CH:12][CH:11]=[CH:10][CH:9]=4)[C:5](=[O:21])[C:4]=2[CH:3]=1)[CH2:23][CH2:24][CH2:25][CH2:26][CH2:27][CH2:28][CH3:29] |f:2.3.4|. Procedure: A mixture of 20 g (72.4 mmol) of 2-fluorotetracene-5,12-dione, 94.3 g of octan-1-ol, 30.01 g (217.2 mmol) of anhydrous potassium carbonate and 200 ml of dimethyl sulfoxide is stirred for 20 hours at 100° C. The reaction mixture is cooled, and extracted with toluene/dilute hydrochloric acid. The organic phase is separated, washed with water, dried over sodium sulfate, and concentrated by evaporation. The residue is washed with pentane and recrystallised from cyclohexane. Yield: 22.9 g (82%), m.p....